Task: describe an organic reaction: reactants, conditions, products, and yield. Dataset: the Open Reaction Database (ORD), a public repository of structured organic reaction records Starting materials: C(C)(=O)N1C(C(NC(C1)=O)CC1=C(C(=CC=C1)OC)OC)=O (1-acetyl-3-(2,3-dimethoxybenzyl)-2,5-piperazinedione), O.NN (hydrazine monohydrate). Solvent: O1CCCC1 (tetrahydrofuran). Conditions: time 30 minute. The product is COC1=C(CC2C(NCC(N2)=O)=O)C=CC=C1OC (3-(2,3-dimethoxybenzyl)-2,5-piperazinedione). Isolated yield 65.2%. RXN SMILES: C([N:4]1[CH2:9][C:8](=[O:10])[NH:7][CH:6]([CH2:11][C:12]2[CH:17]=[CH:16][CH:15]=[C:14]([O:18][CH3:19])[C:13]=2[O:20][CH3:21])[C:5]1=[O:22])(=O)C.O.NN>O1CCCC1>[CH3:21][O:20][C:13]1[C:14]([O:18][CH3:19])=[CH:15][CH:16]=[CH:17][C:12]=1[CH2:11][CH:6]1[NH:7][C:8](=[O:10])[CH2:9][NH:4][C:5]1=[O:22] |f:1.2|. Reported procedure: To a suspension of 1-acetyl-3-(2,3-dimethoxybenzyl)-2,5-piperazinedione (2.49 g) in tetrahydrofuran (38 ml) was added hydrazine monohydrate (0.43 ml) at room temperature and the mixture was stirred at the same temperature for 30 minutes. The resulting precipitates were collected by filtration and washed with tetrahydrofuran to give powders of 3-(2,3-dimethoxybenzyl)-2,5-piperazinedione (1.40 g)